From a dataset of the Open Reaction Database (ORD), a public repository of structured organic reaction records. describe an organic reaction: reactants, conditions, products, and yield Reactants: C(C1=CC=CC=C1)OC(CO)CO (2-benzyloxy-1,3-propane-diol), COC=1C=C(C=O)C=CC1 (3-methoxybenzaldehyde). The product is C(C1=CC=CC=C1)OC1COC(OC1)C1=CC(=CC=C1)OC (5-Benzyloxy-2-(3-methoxyphenyl)-1,3-dioxane). Isolated yield 86.6%. As a reaction SMILES: [CH2:1]([O:8][CH:9]([CH2:12][OH:13])[CH2:10][OH:11])[C:2]1[CH:7]=[CH:6][CH:5]=[CH:4][CH:3]=1.[CH3:14][O:15][C:16]1[CH:17]=[C:18]([CH:21]=[CH:22][CH:23]=1)[CH:19]=O>>[CH2:1]([O:8][CH:9]1[CH2:10][O:11][CH:19]([C:18]2[CH:21]=[CH:22][CH:23]=[C:16]([O:15][CH3:14])[CH:17]=2)[O:13][CH2:12]1)[C:2]1[CH:7]=[CH:6][CH:5]=[CH:4][CH:3]=1. Procedure: Using the method of Example 16, 2-benzyloxy-1,3-propane-diol (18.0 g, 0.1 mole), and 3-methoxybenzaldehyde (13.6 g, 0.1 mole) were reacted to give 26.0 g of oil which was distilled at 1 × 10-4 mm to give 20.2 g of product which distilled at a pot temperature of 200°-206° C. nmr analysis of this product indicated it to contain 37% cis-5-benzyloxy-2-(3-methoxyphenyl)-1,3-dioxane. The reactants are OCC1=NC=CC(=C1C)SCCN1CCOCC1 (2-hydroxymethyl-3-methyl-4-(2-morpholinoethylthio)pyridine), S(=O)(Cl)Cl (Thionyl chloride). Run at time 1.5 hour. Product: ClCC1=NC=CC(=C1C)SCCN1CCOCC1 (2-chloromethyl-3-methyl-4-(2-morpholinoethylthio)pyridine). Reaction SMILES: O[CH2:2][C:3]1[C:8]([CH3:9])=[C:7]([S:10][CH2:11][CH2:12][N:13]2[CH2:18][CH2:17][O:16][CH2:15][CH2:14]2)[CH:6]=[CH:5][N:4]=1.S(Cl)([Cl:21])=O>>[Cl:21][CH2:2][C:3]1[C:8]([CH3:9])=[C:7]([S:10][CH2:11][CH2:12][N:13]2[CH2:18][CH2:17][O:16][CH2:15][CH2:14]2)[CH:6]=[CH:5][N:4]=1. Procedure details: Thionyl chloride (20 ml) was dropwise added to 2-hydroxymethyl-3-methyl-4-(2-morpholinoethylthio)pyridine (2 g) under ice-cooling and the mixture was stirred at room temperature for 1.5 hours. After the completion of the reaction, the thionyl chloride was distilled away. The residue was alkali-oversaturated with potassium carbonate and extracted with chloroform. The chloroform layer was dried over anhydrous magnesium sulfate and the solvent was distilled away to give 2.1 g of 2-chloromethyl-3-me... Reactants: ClC=1C=NC(=NC1)NC(C1=C(C=C(C=C1)C1=NOC(C1)(C(F)(F)F)C1=CC(=CC(=C1)Cl)Cl)C)=O (N-(5-chloro-2-pyrimidinyl)-4-[5-(3,5-dichlorophenyl)-5-trifluoromethyl-4,5-dihydro-isoxazol-3-yl]-2-methyl benzoic acid amide), [H-].[Na+] (sodium hydride), C(C)(=O)Cl (acetyl chloride), [H][H] (hydrogen). The solvent is O1CCCC1 (tetrahydrofuran), ice water. The product is C(C)(=O)N(C(C1=C(C=C(C=C1)C1=NOC(C1)(C(F)(F)F)C1=CC(=CC(=C1)Cl)Cl)C)=O)C1=NC=C(C=N1)Cl (N-acetyl-N-(5-chloro-2-pyrimidinyl)-4-[5-(3,5-dichlorophenyl)-5-trifluoromethyl-4,5-dihydroisoxazole-3-yl]-2-methyl benzoic acid amide). Isolated yield 46.3%. As a reaction SMILES: [Cl:1][C:2]1[CH:3]=[N:4][C:5]([NH:8][C:9](=[O:34])[C:10]2[CH:15]=[CH:14][C:13]([C:16]3[CH2:20][C:19]([C:25]4[CH:30]=[C:29]([Cl:31])[CH:28]=[C:27]([Cl:32])[CH:26]=4)([C:21]([F:24])([F:23])[F:22])[O:18][N:17]=3)=[CH:12][C:11]=2[CH3:33])=[N:6][CH:7]=1.[H-].[Na+].[H][H].[C:39](Cl)(=[O:41])[CH3:40]>O1CCCC1>[C:39]([N:8]([C:5]1[N:4]=[CH:3][C:2]([Cl:1])=[CH:7][N:6]=1)[C:9](=[O:34])[C:10]1[CH:15]=[CH:14][C:13]([C:16]2[CH2:20][C:19]([C:25]3[CH:26]=[C:27]([Cl:32])[CH:28]=[C:29]([Cl:31])[CH:30]=3)([C:21]([F:23])([F:24])[F:22])[O:18][N:17]=2)=[CH:12][C:11]=1[CH3:33])(=[O:41])[CH3:40] |f:1.2|. Reported procedure: In a solution of 0.20 g of N-(5-chloro-2-pyrimidinyl)-4-[5-(3,5-dichlorophenyl)-5-trifluoromethyl-4,5-dihydro-isoxazol-3-yl]-2-methyl benzoic acid amide in 3 mL of tetrahydrofuran, 0.025 g of 55% oily sodium hydride was added under cooling with ice and with stirring and stirred at room temperature for 10 minutes. After ceasing the generation of hydrogen gas, 0.045 g of acetyl chloride was added under cooling with ice and with stirring, and continued to stir at the same temperature further for 1 ... Starting materials: O.OP(=O)(O)[O-].[Na+] (sodium phosphate mono-basic monohydrate), COC(C1=CC(=CC(=C1)O)O)=O (methyl-3,5-dihydroxybenzoate), O.OP(=O)(O)[O-].[Na+] (sodium phosphate mono-basic monohydrate), O.OP(=O)(O)[O-].[Na+] (sodium phosphate mono-basic monohydrate), C(C1=CC=CC=C1)(=O)Cl (Benzoyl chloride), [OH-].[Na+] (sodium hydroxide), [OH-].[Na+] (sodium hydroxide), [OH-].[Na+] (sodium hydroxide), [OH-].[Na+] (Sodium hydroxide). Run in O (water), O (water), C(C)(=O)OC(C)C (iso-propyl acetate), O (water), O (water). Reaction conditions: time 30 minute. Product: OC=1C=C(C(=O)OC)C=C(C1)OC(=O)C1=CC=CC=C1 (methyl 3-hydroxy-5-[(phenylcarbonyl)oxy]benzoate). The yield is 40.0%. RXN SMILES: [CH3:1][O:2][C:3](=[O:12])[C:4]1[CH:9]=[C:8]([OH:10])[CH:7]=[C:6]([OH:11])[CH:5]=1.O.OP([O-])(O)=O.[Na+].[OH-].[Na+].[C:22](Cl)(=[O:29])[C:23]1[CH:28]=[CH:27][CH:26]=[CH:25][CH:24]=1>C(OC(C)C)(=O)C.O>[OH:11][C:6]1[CH:5]=[C:4]([CH:9]=[C:8]([O:10][C:22]([C:23]2[CH:28]=[CH:27][CH:26]=[CH:25][CH:24]=2)=[O:29])[CH:7]=1)[C:3]([O:2][CH3:1])=[O:12] |f:1.2.3,4.5|. Procedure: To a flask fitted with thermometer, condenser, overhead stirrer, pH probe and nitrogen line was added methyl-3,5-dihydroxybenzoate (1.0 eq), sodium phosphate mono-basic monohydrate (0.46 eq) and water (10.5 vols) under a nitrogen atmosphere. The temperature was adjusted to 20° C.±3° C. 10% w/w Sodium hydroxide was added to adjust the pH to pH 7.8±0.2. Benzoyl chloride (1.0 eq) was added drop-wise in small portions over 1-2 hours, and sodium hydroxide was added concurrently drop-wise in small por... Reactants: C(C)C=1OC2=CC3=C(CCNCC3)C=C2N1 (2-ethyl-6,7,8,9-tetrahydro-5H-[1,3]oxazolo[4,5-h][3]benzazepine), ClCCCSC1=NN=C(N1C)C1=CC(=C(C=C1)F)F (3-[(3-chloropropyl)thio]-5-(3,4-difluorophenyl)-4-methyl-4H-1,2,4-triazole). The product is Cl.FC=1C=C(C=CC1F)C=1N(C(=NN1)SCCCN1CCC2=C(CC1)C=C1C(=C2)OC(=N1)CC)C (7-(3-{[5-(3,4-Difluorophenyl)-4-methyl-4H-1,2,4-triazol-3-yl]thio}propyl)-2-ethyl-6,7,8,9-tetrahydro-5H-[1,3]oxazolo[4,5-h][3]benzazepine hydrochloride), solid. Reaction SMILES: [CH2:1]([C:3]1[O:4][C:5]2[C:15]([N:16]=1)=[CH:14][C:8]1[CH2:9][CH2:10][NH:11][CH2:12][CH2:13][C:7]=1[CH:6]=2)[CH3:2].[Cl:17][CH2:18][CH2:19][CH2:20][S:21][C:22]1[N:26]([CH3:27])[C:25]([C:28]2[CH:33]=[CH:32][C:31]([F:34])=[C:30]([F:35])[CH:29]=2)=[N:24][N:23]=1>>[ClH:17].[F:35][C:30]1[CH:29]=[C:28]([C:25]2[N:26]([CH3:27])[C:22]([S:21][CH2:20][CH2:19][CH2:18][N:11]3[CH2:10][CH2:9][C:8]4[CH:14]=[C:15]5[N:16]=[C:3]([CH2:1][CH3:2])[O:4][C:5]5=[CH:6][C:7]=4[CH2:13][CH2:12]3)=[N:23][N:24]=2)[CH:33]=[CH:32][C:31]=1[F:34] |f:2.3|. Reported procedure: The title compound was prepared in analogy to General Procedure 1 from 2-ethyl-6,7,8,9-tetrahydro-5H-[1,3]oxazolo[4,5-h][3]benzazepine (0.25 mmol) and 3-[(3-chloropropyl)thio]-5-(3,4-difluorophenyl)-4-methyl-4H-1,2,4-triazole and was obtained as a faint yellow slightly hygroscopic solid (0.11 mmol).